From a dataset of the Open Reaction Database (ORD), a public repository of structured organic reaction records. describe an organic reaction: reactants, conditions, products, and yield Solvent: CN(C=O)C (dimethylformamide). The reactants are C1(C=2C(C(N1[C@H](C(=O)O)CCCCO)=O)=CC=CC2)=O ((S)-2-phthalimido-6-hydroxyhexanoic acid), OC1=CC=CC=2NN=NC21 (hydroxybenzotriazole), ethyl-3-(3-dimethylamino)propyl carbodiimide, hydrochloride salt, Cl.N[C@@H](CC1=CC=CC=C1)C(=O)OCC (L-phenylalanine, ethyl ester, hydrochloride salt), CN1CCOCC1 (4-methylmorpholine). Procedure: To a solution of L-phenylalanine, ethyl ester, hydrochloride salt (998 mg., 4.3 mmol.) in dimethylformamide (10 ml.) was added 4-methylmorpholine (575 μl., 529 mg, 5.2 mmol). After stirring at room temperature for 5 minutes, the solution was cooled to 0° C. and treated successively with (S)-2-phthalimido-6-hydroxyhexanoic acid (1.002 g., 3.6 mmol.), hydroxybenzotriazole (582 mg., 4.3 mmol.), and ethyl-3-(3-dimethylamino)propyl carbodiimide, hydrochloride salt (770 mg., 4.0 mmol.). The resulting ... As a reaction SMILES: Cl.[NH2:2][C@H:3]([C:11]([O:13][CH2:14][CH3:15])=[O:12])[CH2:4][C:5]1[CH:10]=[CH:9][CH:8]=[CH:7][CH:6]=1.CN1CCOCC1.[C:23]1(=[O:42])[N:27]([C@@H:28]([CH2:32][CH2:33][CH2:34][CH2:35][OH:36])[C:29](O)=[O:30])[C:26](=[O:37])[C:25]2=[CH:38][CH:39]=[CH:40][CH:41]=[C:24]12.OC1C2N=NNC=2C=CC=1>CN(C)C=O>[C:26]1(=[O:37])[N:27]([CH:28]([CH2:32][CH2:33][CH2:34][CH2:35][OH:36])[C:29]([NH:2][C@@H:3]([C:11]([O:13][CH2:14][CH3:15])=[O:12])[CH2:4][C:5]2[CH:10]=[CH:9][CH:8]=[CH:7][CH:6]=2)=[O:30])[C:23](=[O:42])[C:24]2=[CH:41][CH:40]=[CH:39][CH:38]=[C:25]12 |f:0.1|. Conditions: time 5 minute. Product: C1(C=2C(C(N1C(C(=O)N[C@H](CC1=CC=CC=C1)C(=O)OCC)CCCCO)=O)=CC=CC2)=O ((R*)-N-(2-Phthalimido-6-hydroxy-1-oxohexyl)-L-phenylalanine, ethyl ester). Starting materials: Cl (hydrochloric acid), C(C=C)C1=C2CCC(NC2=CC(=C1O)CC=C)=O (5,7-diallyl-3,4-dihydro-6-hydroxy-2(1H)-quinolinone), C([O-])(O)=O.[Na+] (sodium bicarbonate). Solvent: O1CCCC=C1 (3,4-dihydro-2H-pyran). Conditions: temperature 60 celsius, time 8 hour. The product is C(C=C)C1=C2CCC(NC2=CC(=C1OC1OCCCC1)CC=C)=O (5,7-diallyl-3,4-dihydro-6-(2-tetrahydropyranyloxy)-2(1H)-quinolinone). Yield: 58.0%. As a reaction SMILES: [CH2:1]([C:4]1[C:13]([OH:14])=[C:12]([CH2:15][CH:16]=[CH2:17])[CH:11]=[C:10]2[C:5]=1[CH2:6][CH2:7][C:8](=[O:18])[NH:9]2)[CH:2]=[CH2:3].Cl.[C:20](=[O:23])(O)[O-].[Na+]>O1C=CCCC1>[CH2:1]([C:4]1[C:13]([O:14][CH:3]2[CH2:2][CH2:1][CH2:4][CH2:20][O:23]2)=[C:12]([CH2:15][CH:16]=[CH2:17])[CH:11]=[C:10]2[C:5]=1[CH2:6][CH2:7][C:8](=[O:18])[NH:9]2)[CH:2]=[CH2:3] |f:2.3|. Reported procedure: 5,7-Diallyl-3,4-dihydro-6-hydroxy-2(1H)-quinolinone (24.3 g) obtained in Example 26 was dissolved in 100 ml of 3,4-dihydro-2H-pyran, then 1 ml of concentrated hydrochloric acid was added thereto and stirred at 60° C. for 8 hours. The reaction mixture was cooled, and neutralized with 10% sodium bicarbonate solution, then extracted with ethyl acetate. The extract was washed with an aqueous solution saturated with sodium bicarbonate, and concentrated under reduced pressure. Recrystallized from ethy...